This data is from the Open Reaction Database (ORD), a public repository of structured organic reaction records. The task is: describe an organic reaction: reactants, conditions, products, and yield Reactants: C(C1=CC=CC=C1)N[C@H]1[C@@H](CN(CC1)C(=O)OC(C)(C)C)F ((3R,4R) tert-butyl 4-(benzyl amino)-3-fluoropiperidine-1-carboxylate), 2.10. The reagents and catalysts are [Pd] (Pd/C). Run in CCO (EtOH). Reaction conditions: time 16 hour. Product: N[C@H]1[C@@H](CN(CC1)C(=O)OC(C)(C)C)F ((3R,4R) tert-butyl 4-amino-3-fluoropiperidine-1-carboxylate), 2.12. Isolated yield 92.0%. RXN SMILES: C([NH:8][C@@H:9]1[CH2:14][CH2:13][N:12]([C:15]([O:17][C:18]([CH3:21])([CH3:20])[CH3:19])=[O:16])[CH2:11][C@H:10]1[F:22])C1C=CC=CC=1>CCO.[Pd]>[NH2:8][C@@H:9]1[CH2:14][CH2:13][N:12]([C:15]([O:17][C:18]([CH3:20])([CH3:19])[CH3:21])=[O:16])[CH2:11][C@H:10]1[F:22]. Procedure details: Pd/C 10% (4.5 g) was added to a solution of (3R,4R) tert-butyl 4-(benzyl amino)-3-fluoropiperidine-1-carboxylate, 2.10 (19.6 g, 0.063 mol) in EtOH (500 mL). The reaction was stirred under hydrogen atmosphere (balloon pressure) for 16 hour. After completion of reaction by TLC, the mixture was filtered through celite-bed and concentrated under reduced pressure to obtain the title compound (3R,4R) tert-butyl 4-amino-3-fluoropiperidine-1-carboxylate, 2.12 (12.6 g, 92% yield). 1HNMR (CDCl3, 400 MHz):... Reactants: solution, [F-].C(CCC)[N+](CCCC)(CCCC)CCCC (tetrabutylammonium fluoride), N1(CCOCC1)C1=CN(C2=CC=CC=C12)[Si](C(C)C)(C(C)C)C(C)C (3-Morpholin-4-yl-1-triisopropylsilanyl-1H-indole). Run in C1CCOC1 (THF), O (water). Reaction conditions: time 2 hour. The product is N1(CCOCC1)C1=CNC2=CC=CC=C12 (3-Morpholin-4-yl-1H-indole). Yield: 88.3%. Reaction SMILES: [F-].C([N+](CCCC)(CCCC)CCCC)CCC.[N:19]1([C:25]2[C:33]3[C:28](=[CH:29][CH:30]=[CH:31][CH:32]=3)[N:27]([Si](C(C)C)(C(C)C)C(C)C)[CH:26]=2)[CH2:24][CH2:23][O:22][CH2:21][CH2:20]1>C1COCC1.O>[N:19]1([C:25]2[C:33]3[C:28](=[CH:29][CH:30]=[CH:31][CH:32]=3)[NH:27][CH:26]=2)[CH2:20][CH2:21][O:22][CH2:23][CH2:24]1 |f:0.1|. Procedure details: Add 1N solution of tetrabutylammonium fluoride (0.70 mL, 0.70 mmol) to a solution of 3-Morpholin-4-yl-1-triisopropylsilanyl-1H-indole (0.20 g, 0.56 mmol) in THF (2.0 mL). Stir at room temperature for 2 h, dilute with water, and extract with EtOAc. Wash EtOAc with saturated NaHCO3, water, dry (Na2SO4), and concentrate under vacuum. Purify the residue by flash chromatography using 20 to 80% of EtOAc in hexanes to give the title compound (0.10 g 89%). MS (ES) 203.1 (M+1)+.